This data is from the Open Reaction Database (ORD), a public repository of structured organic reaction records. The task is: describe an organic reaction: reactants, conditions, products, and yield Starting materials: CCN(CC)S(F)(F)F, CCOC(C)=O, ClCCl, COc1cc(C=C2CCC3CC(O)CC(c4cc(F)c(F)c(F)c4)N3C2=O)ccc1-n1cnc(C)c1, O. Yields the product COc1cc(C=C2CCC3CC(F)CC(c4cc(F)c(F)c(F)c4)N3C2=O)ccc1-n1cnc(C)c1. Reaction SMILES: [CH2:1]([N:2]([S:3]([F:4])([F:5])[F:7])[CH2:6][CH3:8])[CH3:9].[CH3:47][CH2:48][O:49][C:50](=[O:51])[CH3:52].[Cl:53][CH2:54][Cl:55].[F:10][c:11]1[cH:12][c:13]([CH:19]2[N:20]3[C:21](=[O:45])[C:22](=[CH:30][c:31]4[cH:32][c:33]([O:43][CH3:44])[c:34](-[n:37]5[cH:38][n:39][c:40]([CH3:42])[cH:41]5)[cH:35][cH:36]4)[CH2:23][CH2:24][CH:25]3[CH2:26][CH:27]([OH:29])[CH2:28]2)[cH:14][c:15]([F:18])[c:16]1[F:17].[OH2:46]>>[F:7][CH:27]1[CH2:26][CH:25]2[N:20]([CH:19]([c:13]3[cH:12][c:11]([F:10])[c:16]([F:17])[c:15]([F:18])[cH:14]3)[CH2:28]1)[C:21](=[O:45])[C:22](=[CH:30][c:31]1[cH:32][c:33]([O:43][CH3:44])[c:34](-[n:37]3[cH:38][n:39][c:40]([CH3:42])[cH:41]3)[cH:35][cH:36]1)[CH2:23][CH2:24]2. Reactants: O=C(c1ncc[nH]1)c1ncc[nH]1, CCCCCS(N)(=O)=O, CN(C)C=O, Cc1sc2ccc(C(=O)O)cc2c1Cc1ccc(Cl)c(Cl)c1, Cl, C1CCC2=NCCCN2CC1. Product: CCCCCS(=O)(=O)NC(=O)c1ccc2sc(C)c(Cc3ccc(Cl)c(Cl)c3)c2c1. RXN SMILES: [C:23]([c:24]1[nH:25][cH:26][cH:27][n:28]1)([c:29]1[nH:30][cH:31][cH:32][n:33]1)=[O:34].[CH2:35]([CH2:36][CH2:37][CH2:38][CH3:39])[S:40](=[O:41])(=[O:42])[NH2:43].[CH3:56][N:57]([CH3:58])[CH:59]=[O:60].[Cl:1][c:2]1[cH:3][c:4]([CH2:5][c:6]2[c:7]3[c:8]([s:9][c:10]2[CH3:11])[cH:12][cH:13][c:14]([C:16](=[O:17])[OH:18])[cH:15]3)[cH:19][cH:20][c:21]1[Cl:22].[ClH:55].[N:44]12[CH2:45][CH2:46][CH2:47][N:48]=[C:49]1[CH2:50][CH2:51][CH2:52][CH2:53][CH2:54]2>>[Cl:1][c:2]1[cH:3][c:4]([CH2:5][c:6]2[c:7]3[c:8]([s:9][c:10]2[CH3:11])[cH:12][cH:13][c:14]([C:16](=[O:17])[NH:43][S:40]([CH2:35][CH2:36][CH2:37][CH2:38][CH3:39])(=[O:41])=[O:42])[cH:15]3)[cH:19][cH:20][c:21]1[Cl:22]. Starting materials: ClC1=CC2=C(OC3=C(C(=N2)CC)C=CC=C3)C=C1 (8-chloro-11-ethyldibenz[b,f][1,4]oxazepine), [BH3-]C#N.[Na+] (NaCNBH3). Solvent: C1CCOC1 (THF). Yields the product ClC1=CC2=C(OC3=C(C(N2)CC)C=CC=C3)C=C1 (8-chloro-11-ethyl-10,11-dihydrodibenz[b,f][1,4]oxazepine). Reaction conditions: time 24 hour. Reaction SMILES: [Cl:1][C:2]1[CH:18]=[CH:17][C:5]2[O:6][C:7]3[CH:16]=[CH:15][CH:14]=[CH:13][C:8]=3[C:9]([CH2:11][CH3:12])=[N:10][C:4]=2[CH:3]=1.[BH3-]C#N.[Na+]>C1COCC1>[Cl:1][C:2]1[CH:18]=[CH:17][C:5]2[O:6][C:7]3[CH:16]=[CH:15][CH:14]=[CH:13][C:8]=3[CH:9]([CH2:11][CH3:12])[NH:10][C:4]=2[CH:3]=1 |f:1.2|. Procedure: To a stirring solution of the title compound of Example 15 in THF was added NaCNBH3. The reaction was stirred for 24 hours at room temperature. The solvent was removed under reduced pressure, and the residue was taken up in CHCl3 with HCl (1M, 25 mL). The resulting mixtures were stirred for 1 hour at room temperature. The CHCl3 was separated, extracted with NaHCO3 (saturated) and brine. The solvent was removed to yield a yellow oil (2.06 g). The material was purified by column chromatography on ... Starting materials: COC1=CC=C(C=C1)C1CSC2=C(N(C1=O)CC(=O)O)C=CC=C2 ((±) 2,3-dihydro-3-(4-methoxyphenyl)-4-oxo-1,5-benzothiazepin-5-(4H)-acetic acid), C(C)N(CCN)CC (N,N-diethylethylene diamine), Cl.C(C)N=C=NCCCN(C)C (1-ethyl-3-(dimethylaminopropyl)-carbodiimide hydrochloride), saturated aqueous solution, C([O-])(O)=O.[Na+] (sodium bicarbonate). Solvent: C(Cl)Cl (methylene chloride), O (water). Yields the product Cl.C(C)N(CCNC(CN1C(C(CSC2=C1C=CC=C2)C2=CC=C(C=C2)OC)=O)=O)CC ((±)-N-(2-diethylamino-ethyl)-2,3-dihydro-3-(4-methoxy phenyl)-4-oxo-1,5-benzothiazepin-5(4H)-acetamide hydrochloride). The yield is 67.2%. Reaction SMILES: [CH3:1][O:2][C:3]1[CH:8]=[CH:7][C:6]([CH:9]2[C:15](=[O:16])[N:14]([CH2:17][C:18](O)=[O:19])[C:13]3[CH:21]=[CH:22][CH:23]=[CH:24][C:12]=3[S:11][CH2:10]2)=[CH:5][CH:4]=1.[CH2:25]([N:27]([CH2:31][CH3:32])[CH2:28][CH2:29][NH2:30])[CH3:26].[ClH:33].C(N=C=NCCCN(C)C)C.C(=O)(O)[O-].[Na+]>O.C(Cl)Cl>[ClH:33].[CH2:25]([N:27]([CH2:31][CH3:32])[CH2:28][CH2:29][NH:30][C:18](=[O:19])[CH2:17][N:14]1[C:13]2[CH:21]=[CH:22][CH:23]=[CH:24][C:12]=2[S:11][CH2:10][CH:9]([C:6]2[CH:5]=[CH:4][C:3]([O:2][CH3:1])=[CH:8][CH:7]=2)[C:15]1=[O:16])[CH3:26] |f:2.3,4.5,8.9|. Reported procedure: 1.71 g of (±) 2,3-dihydro-3-(4-methoxyphenyl)-4-oxo-1,5-benzothiazepin-5-(4H)-acetic acid of Step B of Example 14, 17 ml of methylene chloride, 1.74 g of N,N-diethylethylene diamine and 3.82 g of 1-ethyl-3-(dimethylaminopropyl)-carbodiimide hydrochloride were stirred for 90 minutes and the solution was poured over 50 ml of water. 10 ml of a saturated aqueous solution of sodium bicarbonate were added, and extraction was done with methylene chloride. The extracts were washed with water, dried and ...